From a dataset of the Open Reaction Database (ORD), a public repository of structured organic reaction records. describe an organic reaction: reactants, conditions, products, and yield Reactants: C(C)(C)(C)OC(=O)NCC(=O)N1C(C2=CC=CC(=C2CC1)I)CC(=O)[O-].[Na+] (sodium 2-(2-(2-((tert-butoxycarbonyl)amino)acetyl)-5-iodo-1,2,3,4-tetrahydroisoquinolin-1-yl)acetate), C(C)(C)(C)OC(=O)NCC(=O)N1C(C2=CC=CC(=C2CC1)I)CC(=O)OCC (ethyl 2-(2-(2-((tert-butoxycarbonyl)amino)acetyl)-5-iodo-1,2,3,4-tetrahydroisoquinolin-1-yl)acetate), [OH-].[Na+] (NaOH). The solvent is CCO (EtOH). Run at time 60 hour. The product is IC1=C2CCN3C(C2=CC=C1)=CC(NCC3=O)=O (9-iodo-3,4,7,8-tetrahydro-[1,4]diazepino[7,1-a]isoquinoline-2,5-dione). As a reaction SMILES: C(OC([NH:8][CH2:9][C:10]([N:12]1[CH2:21][CH2:20][C:19]2[C:14](=[CH:15][CH:16]=[CH:17][C:18]=2[I:22])[CH:13]1[CH2:23][C:24]([O-:26])=O)=[O:11])=O)(C)(C)C.[Na+].C(OC(NCC(N1CCC2C(=CC=CC=2I)C1CC(OCC)=O)=O)=O)(C)(C)C.[OH-].[Na+]>CCO>[I:22][C:18]1[CH:17]=[CH:16][CH:15]=[C:14]2[C:19]=1[CH2:20][CH2:21][N:12]1[C:10](=[O:11])[CH2:9][NH:8][C:24](=[O:26])[CH:23]=[C:13]12 |f:0.1,3.4|. Reported procedure: sodium 2-(2-(2-((tert-butoxycarbonyl)amino)acetyl)-5-iodo-1,2,3,4-tetrahydroisoquinolin-1-yl)acetate. To an orange solution of ethyl 2-(2-(2-((tert-butoxycarbonyl)amino)acetyl)-5-iodo-1,2,3,4-tetrahydroisoquinolin-1-yl)acetate (57.4 mmol, 114 mmol) in EtOH (800 mL) was added an aqueous solution of NaOH (4M, 33 mL, 132 mmol) and the mixture was stirred at RT for 60 h. The mixture was then filtered and the filter cake was washed with Et2O. The filtrate was then concentrated down in vacuo until the... Reactants: CC1=NC(=NC(=C1)C1=CC=C(C=C1)C(F)(F)F)C=O (4-methyl-6-[4-(trifluoromethyl)phenyl]pyrimidine-2-carbaldehyde), C(=C)S(=O)(=O)C1=CC=CC=C1 (phenyl vinyl sulfone), C1CCC2=NCCCN2CC1 (DBU), NC1C(NCC1)=O (3-aminopyrrolidin-2-one). The reagents and catalysts are C(C)(=O)[O-].[Ag+] (silver acetate). Run in C(Cl)Cl (DCM). Reaction conditions: time 4 hour. The product is N.CO (NH3 MeOH), CC1=NC(=NC(=C1)C1=CC=C(C=C1)C(F)(F)F)C1=NC2(CC1)C(NCC2)=O (2-[4-methyl-6-[4-(trifluoromethyl)-phenyl]-pyrimidin-2-yl]-1,7-diazaspiro[4.4]non-1-en-6-one). Isolated yield 73.4%. RXN SMILES: [CH3:1][C:2]1[CH:7]=[C:6]([C:8]2[CH:13]=[CH:12][C:11]([C:14]([F:17])([F:16])[F:15])=[CH:10][CH:9]=2)[N:5]=[C:4]([CH:18]=[O:19])[N:3]=1.[NH2:20][CH:21]1[CH2:25][CH2:24][NH:23][C:22]1=[O:26].[CH:27](S(C1C=CC=CC=1)(=O)=O)=[CH2:28].C1CCN2C(=NCCC2)CC1>C(Cl)Cl.C([O-])(=O)C.[Ag+]>[NH3:3].[CH3:18][OH:19].[CH3:1][C:2]1[CH:7]=[C:6]([C:8]2[CH:9]=[CH:10][C:11]([C:14]([F:15])([F:16])[F:17])=[CH:12][CH:13]=2)[N:5]=[C:4]([C:18]2[CH2:28][CH2:27][C:21]3([CH2:25][CH2:24][NH:23][C:22]3=[O:26])[N:20]=2)[N:3]=1 |f:5.6,7.8|. Procedure details: 3A Molecular sieves (10 g, 5.63 mmol) were dried under vacuum then treated with a solution of 4-methyl-6-[4-(trifluoromethyl)phenyl]pyrimidine-2-carbaldehyde (which may be prepared as described in Description 30) (1.5 g, 5.63 mmol) in dry DCM (45 mL), added under nitrogen, followed by 3-aminopyrrolidin-2-one (564.12 mg, 5.63 mmol). The mixture was gently stirred under N2 at ambient temp for 4 h. The reaction mixture was filtered through celite under suction and washed with DCM (5×20 ml). The fil... Product: N1=CC(=CC=C1)CC1=NC2=C(N(C1=O)C1=CC(=CC=C1)\C=C\C=1C=NC(=CC1)NC(C)=O)N=CC=C2 (2-(3-pyridylmethyl)-3-oxo-4-[3-[(E)-2-(6-acetamido-3-pyridyl)vinyl]phenyl]-3,4-dihydropyrido[2,3-b]pyrazine). Starting materials: C(C)(=O)NC1=CC=C(C=N1)/C=C/C=1C=C(C=CC1)NC1=NC=CC=C1N (2-[3-[(E)-2-(6-acetamido-3-pyridyl)vinyl]phenylamino]-3-aminopyridine), N1=CC(=CC=C1)CC(C(=O)O)=O (3-pyridylpyruvic acid). The solvent is C(C)O (ethanol). Reaction SMILES: [C:1]([NH:4][C:5]1[N:10]=[CH:9][C:8](/[CH:11]=[CH:12]/[C:13]2[CH:14]=[C:15]([NH:19][C:20]3[C:25]([NH2:26])=[CH:24][CH:23]=[CH:22][N:21]=3)[CH:16]=[CH:17][CH:18]=2)=[CH:7][CH:6]=1)(=[O:3])[CH3:2].[N:27]1[CH:32]=[CH:31][CH:30]=[C:29]([CH2:33][C:34](=O)[C:35](O)=[O:36])[CH:28]=1>C(O)C>[N:27]1[CH:32]=[CH:31][CH:30]=[C:29]([CH2:33][C:34]2[C:35](=[O:36])[N:19]([C:15]3[CH:16]=[CH:17][CH:18]=[C:13](/[CH:12]=[CH:11]/[C:8]4[CH:9]=[N:10][C:5]([NH:4][C:1](=[O:3])[CH3:2])=[CH:6][CH:7]=4)[CH:14]=3)[C:20]3[N:21]=[CH:22][CH:23]=[CH:24][C:25]=3[N:26]=2)[CH:28]=1. Procedure: A suspension of 2-[3-[(E)-2-(6-acetamido-3-pyridyl)vinyl]phenylamino]-3-aminopyridine (1.5 g) and 3-pyridylpyruvic acid (0.79 g) in ethanol (30 ml) was stirred under reflux for 8 hours. The cold reaction mixture was filtered and washed with ethanol to give 2-(3-pyridylmethyl)-3-oxo-4-[3-[(E)-2-(6-acetamido-3-pyridyl)vinyl]phenyl]-3,4-dihydropyrido[2,3-b]pyrazine as colorless crystals (1.76 g). The yield is 85.4%.